Dataset: the Open Reaction Database (ORD), a public repository of structured organic reaction records. Task: describe an organic reaction: reactants, conditions, products, and yield The reactants are O=C([O-])[O-], C1CCNC1, CCOC(=O)c1cnc(Cl)c(Cl)c1, [Cu], [K+], [K+], CN(C)C=O, O. Product: CCOC(=O)c1cnc(N2CCCC2)c(Cl)c1. As a reaction SMILES: [C:19](=[O:20])([O-:21])[O-:22].[CH2:14]1[CH2:15][CH2:16][NH:17][CH2:18]1.[CH2:1]([CH3:2])[O:3][C:4]([c:5]1[cH:6][n:7][c:8]([Cl:12])[c:9]([Cl:11])[cH:10]1)=[O:13].[Cu:31].[K+:23].[K+:24].[O:26]=[CH:27][N:28]([CH3:29])[CH3:30].[OH2:25]>>[CH2:1]([CH3:2])[O:3][C:4]([c:5]1[cH:6][n:7][c:8]([N:17]2[CH2:16][CH2:15][CH2:14][CH2:18]2)[c:9]([Cl:11])[cH:10]1)=[O:13]. Reactants: C=CCn1ccnc1N=CN(C)C, Cl. The product is C=CCn1ccnc1N. RXN SMILES: [CH3:1][N:2]([CH:3]=[N:5][c:6]1[n:7]([CH2:11][CH:12]=[CH2:13])[cH:8][cH:9][n:10]1)[CH3:4].[ClH:14]>>[NH2:5][c:6]1[n:7]([CH2:11][CH:12]=[CH2:13])[cH:8][cH:9][n:10]1.